Dataset: the Open Reaction Database (ORD), a public repository of structured organic reaction records. Task: describe an organic reaction: reactants, conditions, products, and yield Reactants: C1CCOC1, CCOC(C)=O, COCCl, O=[N+]([O-])c1ccc(F)cc1O, [H-], [Na+]. The product is COCOc1cc(F)ccc1[N+](=O)[O-]. Reaction SMILES: [CH2:18]1[O:19][CH2:20][CH2:21][CH2:22]1.[CH3:23][CH2:24][O:25][C:26](=[O:27])[CH3:28].[Cl:14][CH2:15][O:16][CH3:17].[F:1][c:2]1[cH:3][cH:4][c:5]([N+:9](=[O:10])[O-:11])[c:6]([OH:8])[cH:7]1.[H-:12].[Na+:13]>>[F:1][c:2]1[cH:3][cH:4][c:5]([N+:9](=[O:10])[O-:11])[c:6]([O:8][CH2:15][O:16][CH3:17])[cH:7]1. The reactants are CC(=O)Oc1ccc2occ(C(=O)O)c(=O)c2c1, O=S(Cl)Cl. The product is CC(=O)Oc1ccc2occ(C(=O)Cl)c(=O)c2c1. As a reaction SMILES: [C:1]([CH3:2])(=[O:3])[O:4][c:5]1[cH:6][c:7]2[c:8](=[O:18])[c:9]([C:15](=[O:16])[OH:17])[cH:10][o:11][c:12]2[cH:13][cH:14]1.[S:19]([Cl:20])([Cl:21])=[O:22]>>[C:1]([CH3:2])(=[O:3])[O:4][c:5]1[cH:6][c:7]2[c:8](=[O:18])[c:9]([C:15](=[O:16])[Cl:21])[cH:10][o:11][c:12]2[cH:13][cH:14]1. Starting materials: O=C([O-])[O-], O=C(O)C(=O)O, CI, CC(C)=O, COc1ccc2c(c1)C(C1(c3ccccc3Cl)CCC1)NCC2, [K+], [K+]. Product: COc1ccc2c(c1)C(C1(c3ccccc3Cl)CCC1)N(C)CC2. RXN SMILES: [C:32](=[O:33])([O-:34])[O-:35].[C:3]([OH:4])(=[O:5])[C:6]([OH:7])=[O:8].[CH3:1][I:2].[CH3:38][C:39](=[O:40])[CH3:41].[Cl:9][c:10]1[c:11]([C:16]2([CH:20]3[NH:21][CH2:22][CH2:23][c:24]4[cH:25][cH:26][c:27]([O:30][CH3:31])[cH:28][c:29]43)[CH2:17][CH2:18][CH2:19]2)[cH:12][cH:13][cH:14][cH:15]1.[K+:36].[K+:37]>>[CH3:3][N:21]1[CH:20]([C:16]2([c:11]3[c:10]([Cl:9])[cH:15][cH:14][cH:13][cH:12]3)[CH2:17][CH2:18][CH2:19]2)[c:29]2[c:24]([cH:25][cH:26][c:27]([O:30][CH3:31])[cH:28]2)[CH2:23][CH2:22]1.